Dataset: the Open Reaction Database (ORD), a public repository of structured organic reaction records. Task: describe an organic reaction: reactants, conditions, products, and yield Reactants: CC(C)(C)OC(=O)N1CCC(n2ncc3c(Cl)ncnc32)CC1, O=C([O-])[O-], CN(C)C=O, COc1ccc(O)c(Cl)c1, [K+], [K+], [Na+], [Na+], O=C([O-])[O-]. Product: COc1ccc(Oc2ncnc3c2cnn3C2CCN(C(=O)OC(C)(C)C)CC2)c(Cl)c1. RXN SMILES: [C:11]([CH3:12])([CH3:13])([CH3:14])[O:15][C:16](=[O:17])[N:18]1[CH2:19][CH2:20][CH:21]([n:24]2[n:25][cH:26][c:27]3[c:28]2[n:29][cH:30][n:31][c:32]3[Cl:33])[CH2:22][CH2:23]1.[C:34](=[O:35])([O-:36])[O-:37].[CH3:46][N:47]([CH3:48])[CH:49]=[O:50].[Cl:1][c:2]1[c:3]([OH:10])[cH:4][cH:5][c:6]([O:8][CH3:9])[cH:7]1.[K+:38].[K+:39].[Na+:40].[Na+:41].[O-:42][C:43](=[O:44])[O-:45]>>[Cl:1][c:2]1[c:3]([O:10][c:32]2[c:27]3[cH:26][n:25][n:24]([CH:21]4[CH2:20][CH2:19][N:18]([C:16]([O:15][C:11]([CH3:12])([CH3:13])[CH3:14])=[O:17])[CH2:23][CH2:22]4)[c:28]3[n:29][cH:30][n:31]2)[cH:4][cH:5][c:6]([O:8][CH3:9])[cH:7]1. The reactants are ClC1=NC(=CC(=N1)OCC)C (2-chloro-4-ethoxy-6-methylpyrimidine), N1N=CC=C1 (pyrazole). Run in O1CCCC1 (tetrahydrofuran). Product: C(C)OC1=NC(=NC(=C1)C)N1N=CC=C1 (4-ethoxy-6-methyl-2-(1-pyrazolyl)pyrimidine). Isolated yield 53.9%. Reaction SMILES: Cl[C:2]1[N:7]=[C:6]([O:8][CH2:9][CH3:10])[CH:5]=[C:4]([CH3:11])[N:3]=1.[NH:12]1[CH:16]=[CH:15][CH:14]=[N:13]1>O1CCCC1>[CH2:9]([O:8][C:6]1[CH:5]=[C:4]([CH3:11])[N:3]=[C:2]([N:12]2[CH:16]=[CH:15][CH:14]=[N:13]2)[N:7]=1)[CH3:10]. Reported procedure: In anhydrous tetrahydrofuran, 173 mg of 2-chloro-4-ethoxy-6-methylpyrimidine was substituted with 68 mg of pyrazole. The reaction mixture was treated according to the procedure of Example 5 to yield 110 mg of 4-ethoxy-6-methyl-2-(1-pyrazolyl)pyrimidine, an oily compound. The reactants are P(=O)(Cl)(Cl)Cl (phosphorus oxychloride), C(C1=CC=CC=C1)OCC1=NC2=CC=C(C=C2C(N1)=O)OC (2-benzyloxymethyl-6-methoxyquinazoline-4(3H)-one). Run in C(C)#N (acetonitrile). Run at time 1 hour. Yields the product C(C1=CC=CC=C1)OCC1=NC2=CC=C(C=C2C(=N1)Cl)OC (2-Benzyloxymethyl-4-chloro-6-methoxyquinazoline). The yield is 69.0%. As a reaction SMILES: P(Cl)(Cl)([Cl:3])=O.[CH2:6]([O:13][CH2:14][C:15]1[NH:24][C:23](=O)[C:22]2[C:17](=[CH:18][CH:19]=[C:20]([O:26][CH3:27])[CH:21]=2)[N:16]=1)[C:7]1[CH:12]=[CH:11][CH:10]=[CH:9][CH:8]=1>C(#N)C>[CH2:6]([O:13][CH2:14][C:15]1[N:24]=[C:23]([Cl:3])[C:22]2[C:17](=[CH:18][CH:19]=[C:20]([O:26][CH3:27])[CH:21]=2)[N:16]=1)[C:7]1[CH:12]=[CH:11][CH:10]=[CH:9][CH:8]=1. Procedure details: 30 ml of phosphorus oxychloride was added to a suspension of 1.50 g (5.06 mmol) of 2-benzyloxymethyl-6-methoxyquinazoline-4(3H)-one in 75 ml of acetonitrile. The obtained mixture was heated under reflux. After one hour, the reaction mixture was distilled under a reduced pressure to remove the solvent and the obtained residue was dissolved in chloroform. The obtained solution was washed with a saturated aqueous solution of sodium hydrogencarbonate. The organic layer was dried over anhydrous magne... The reactants are CN1C(C(=CC2=CN=C(C=C12)C)C=1C=C(C=CC1C)NC(=O)N1C=NC=C1)=O (N-(3-(1,7-dimethyl-2-oxo-1,2-dihydro-1,6-naphthyridin-3-yl)-4-methylphenyl)-1H-imidazole-1-carboxamide), CC(CC(=O)NN)C (3-methylbutanehydrazide). Solvent: C1CCOC1 (THF). Run at time 1 hour. The product is CN1C(C(=CC2=CN=C(C=C12)C)C=1C=C(C=CC1C)NC(=O)NNC(CC(C)C)=O)=O (N-(3-(1,7-dimethyl-2-oxo-1,2-dihydro-1,6-naphthyridin-3-yl)-4-methylphenyl)-2-(3-methylbutanoyl)hydrazinecarboxamide). Reaction SMILES: [CH3:1][N:2]1[C:11]2[C:6](=[CH:7][N:8]=[C:9]([CH3:12])[CH:10]=2)[CH:5]=[C:4]([C:13]2[CH:14]=[C:15]([NH:20][C:21]([N:23]3C=CN=C3)=[O:22])[CH:16]=[CH:17][C:18]=2[CH3:19])[C:3]1=[O:28].[CH3:29][CH:30]([CH3:36])[CH2:31][C:32]([NH:34]N)=[O:33]>C1COCC1>[CH3:1][N:2]1[C:11]2[C:6](=[CH:7][N:8]=[C:9]([CH3:12])[CH:10]=2)[CH:5]=[C:4]([C:13]2[CH:14]=[C:15]([NH:20][C:21]([NH:23][NH:34][C:32](=[O:33])[CH2:31][CH:30]([CH3:36])[CH3:29])=[O:22])[CH:16]=[CH:17][C:18]=2[CH3:19])[C:3]1=[O:28]. Procedure: The crude 18 (0.08 mmol) was dissolved in THF (0.5 mL) and 3-methylbutanehydrazide (12 mg, 0.1 mmol) was added at rt. The reaction mixture was stirred at rt for 1 h to yield the crude N-(3-(1,7-dimethyl-2-oxo-1,2-dihydro-1,6-naphthyridin-3-yl)-4-methylphenyl)-2-(3-methylbutanoyl)hydrazinecarboxamide 26, which was used without purification after removal of THF. MS m/z 422.2 (M+1). Starting materials: CN1CCNCC1, CC(=O)O, O=Cc1cccc(B(O)O)c1, ClCCl. Yields the product CN1CCN(Cc2cccc(B(O)O)c2)CC1. Reaction SMILES: [CH3:12][N:13]1[CH2:14][CH2:15][NH:16][CH2:17][CH2:18]1.[CH3:19][C:20](=[O:21])[OH:22].[CH:1](=[O:2])[c:3]1[cH:4][c:5]([B:9]([OH:10])[OH:11])[cH:6][cH:7][cH:8]1.[Cl:23][CH2:24][Cl:25]>>[CH2:1]([c:3]1[cH:4][c:5]([B:9]([OH:10])[OH:11])[cH:6][cH:7][cH:8]1)[N:16]1[CH2:15][CH2:14][N:13]([CH3:12])[CH2:18][CH2:17]1. Starting materials: C(=O)O (formic acid), C(C)N(C\C=C/C1=C(C=CC(=C1)F)S(=O)(=O)NC1=CC=C2C(OC[C@@H]3N2CCC3)=C1C(=O)OC)CC (methyl (R)-7-[2-((Z)-3-diethylaminoprop-1-enyl)-4-fluorobenzene-sulfonylamino]-2,3,3a,4-tetrahydro-1H-benzo[b]pyrrolo[1,2-d][1,4]oxazine-6-carboxylate), C(C)N(C\C=C/C1=C(C=CC(=C1)F)S(=O)(=O)NC1=CC=C2C(OC[C@@H]3N2CCC3)=C1C(=O)OC)CC (methyl (R)-7-[2-((Z)-3-diethylaminoprop-1-enyl)-4-fluorobenzene-sulfonylamino]-2,3,3a,4-tetrahydro-1H-benzo[b]pyrrolo[1,2-d][1,4]oxazine-6-carboxylate), O.[OH-].[Li+] (lithium hydroxide monohydrate), C(C)(=O)OCC (ethyl acetate). The solvent is O1CCOCC1 (dioxane), O (water), C(C)O (ethanol), C1(=CC=CC=C1)C (toluene). The product is C(C)N(C\C=C/C1=C(C=CC(=C1)F)S(=O)(=O)NC1=CC=C2C(OC[C@@H]3N2CCC3)=C1C(=O)O)CC ((R)-7-[2-((Z)-3-diethylaminoprop-1-en-1-yl)-4-fluorobenzenesulfonyl-amino]-2,3,3a,4-tetrahydro-1H-benzo[b]pyrrolo[1,2-d][1,4]oxazine-6-carboxylic acid). Isolated yield 48.0%. Reaction SMILES: [CH2:1]([N:3]([CH2:35][CH3:36])[CH2:4]/[CH:5]=[CH:6]\[C:7]1[CH:12]=[C:11]([F:13])[CH:10]=[CH:9][C:8]=1[S:14]([NH:17][C:18]1[C:30]([C:31]([O:33]C)=[O:32])=[C:22]2[O:23][CH2:24][C@H:25]3[CH2:29][CH2:28][CH2:27][N:26]3[C:21]2=[CH:20][CH:19]=1)(=[O:16])=[O:15])[CH3:2].O.[OH-].[Li+].C(O)=O.C(OCC)(=O)C>O1CCOCC1.O.C(O)C.C1(C)C=CC=CC=1>[CH2:35]([N:3]([CH2:1][CH3:2])[CH2:4]/[CH:5]=[CH:6]\[C:7]1[CH:12]=[C:11]([F:13])[CH:10]=[CH:9][C:8]=1[S:14]([NH:17][C:18]1[C:30]([C:31]([OH:33])=[O:32])=[C:22]2[O:23][CH2:24][C@H:25]3[CH2:29][CH2:28][CH2:27][N:26]3[C:21]2=[CH:20][CH:19]=1)(=[O:15])=[O:16])[CH3:36] |f:1.2.3|. Procedure: A mixture of methyl (R)-7-[2-((Z)-3-diethylaminoprop-1-enyl)-4-fluorobenzene-sulfonylamino]-2,3,3a,4-tetrahydro-1H-benzo[b]pyrrolo[1,2-d][1,4]oxazine-6-carboxylate (Intermediate 1, 0.640 g) and lithium hydroxide monohydrate (0.505 g) in dioxane (9.6 mL) and water (2.4 mL) was irradiated in the microwave at 135° C. for 45 minutes. After cooling, the mixture was acidified with formic acid, diluted with ethanol and toluene and concentrated in vacuo. The residue was triturated with methanol in DCM (... The reactants are C(C)(C)(C)OC(OC(C)(C)C)=O (Di-tert.butylcarbonate), OC1CCNCC1 (4-hydroxypiperidine), C(C)(=O)OCC.CCCCCC (ethyl acetate n-hexane). The solvent is O1CCCC1 (tetrahydrofuran). Reaction conditions: time 3 hour. Yields the product C(C)(C)(C)OC(=O)N1CCC(CC1)O (1-t-butoxycarbonyl-4-hydroxypiperidine). RXN SMILES: [OH:1][CH:2]1[CH2:7][CH2:6][NH:5][CH2:4][CH2:3]1.[C:8]([O:12][C:13](=O)[O:14]C(C)(C)C)([CH3:11])([CH3:10])[CH3:9].C(OCC)(=O)C.CCCCCC>O1CCCC1>[C:8]([O:12][C:13]([N:5]1[CH2:6][CH2:7][CH:2]([OH:1])[CH2:3][CH2:4]1)=[O:14])([CH3:11])([CH3:10])[CH3:9] |f:2.3|. Reported procedure: A solution of 4-hydroxypiperidine (5.05 g; 0.05 mole) in 100 ml of tetrahydrofuran was stirred and cooled in an ice-water bath. Di-tert.butylcarbonate (10.9 g; 0.05 mole) was added and stirring was continued at room temperature for 3 hrs. The solvent was removed under reduced pressure. An oily residue was triturated with petroleum ether. Recrystallization from petroleum ether yielded 9.21 g (92%). Rf (silica gel)=0.42 (ethyl acetate/n-hexane 1: Reactants: C(CCCCN)CCCN (diaminooctane), C(CCCCCCCC=CCCCCCCCC)OC=1C=C(C=O)C=CC1OCCCCCCCCC=CCCCCCCCC (3,4-Bis-octadec-9-enyloxy-benzaldehyde), [BH4-].[Na+] (sodium borohydride), CCCCCC (hexane), aldehyde. Solvent: C(Cl)Cl.CO (CH2Cl2 MeOH), C(Cl)Cl.CO (CH2Cl2 MeOH). Run at time 1 hour. Product: C(CCCCCCCC=CCCCCCCCC)OC=1C=C(CNCCCCCCCCN)C=CC1OCCCCCCCCC=CCCCCCCCC (N1-(3,4-Bis-octadec-9-enyloxy-benzyl)-octane-1,8-diamine). Isolated yield 59.2%. Reaction SMILES: [CH2:1]([CH2:7][CH2:8][CH2:9][NH2:10])[CH2:2][CH2:3][CH2:4][CH2:5][NH2:6].[CH2:11]([O:29][C:30]1[CH:31]=[C:32]([CH:35]=[CH:36][C:37]=1[O:38][CH2:39][CH2:40][CH2:41][CH2:42][CH2:43][CH2:44][CH2:45][CH2:46][CH:47]=[CH:48][CH2:49][CH2:50][CH2:51][CH2:52][CH2:53][CH2:54][CH2:55][CH3:56])[CH:33]=O)[CH2:12][CH2:13][CH2:14][CH2:15][CH2:16][CH2:17][CH2:18][CH:19]=[CH:20][CH2:21][CH2:22][CH2:23][CH2:24][CH2:25][CH2:26][CH2:27][CH3:28].[BH4-].[Na+].CCCCCC>C(Cl)Cl.CO>[CH2:11]([O:29][C:30]1[CH:31]=[C:32]([CH:35]=[CH:36][C:37]=1[O:38][CH2:39][CH2:40][CH2:41][CH2:42][CH2:43][CH2:44][CH2:45][CH2:46][CH:47]=[CH:48][CH2:49][CH2:50][CH2:51][CH2:52][CH2:53][CH2:54][CH2:55][CH3:56])[CH2:33][NH:6][CH2:5][CH2:4][CH2:3][CH2:2][CH2:1][CH2:7][CH2:8][CH2:9][NH2:10])[CH2:12][CH2:13][CH2:14][CH2:15][CH2:16][CH2:17][CH2:18][CH:19]=[CH:20][CH2:21][CH2:22][CH2:23][CH2:24][CH2:25][CH2:26][CH2:27][CH3:28] |f:2.3,5.6|. Procedure: To a vigorously stirred solution of diaminooctane (0.23 g, 1.56 mmol, 5 equiv) in CH2Cl2/MeOH (3:1, 5 mL) was added a solution of the aldehyde 8a (0.20 g, 0.33 mmol) in CH2Cl2/MeOH (3:1, 5 mL), dropwise over 1 hour. The resulting mixture was stirred at RT under an atmosphere of nitrogen overnight. NMR showed the reaction to be complete when there was no aldehyde peak present in the NMR spectrum. The solvent was removed in vacuo and the crude imine dissolved in CH2Cl2/MeOH (1:1, 10 mL). The solut... Product: CC(NC(=O)c1cc(Cl)cnc1Oc1cc(F)ccc1F)c1ccc(C(=O)OC(C)(C)C)cc1. RXN SMILES: [Cl:1][c:2]1[n:3][cH:4][c:5]([Cl:26])[cH:6][c:7]1[C:8](=[O:9])[NH:10][CH:11]([CH3:12])[c:13]1[cH:14][cH:15][c:16]([C:17](=[O:18])[O:19][C:20]([CH3:21])([CH3:22])[CH3:23])[cH:24][cH:25]1.[F:27][c:28]1[c:29]([OH:35])[cH:30][c:31]([F:34])[cH:32][cH:33]1>>[c:2]1([O:35][c:29]2[c:28]([F:27])[cH:33][cH:32][c:31]([F:34])[cH:30]2)[n:3][cH:4][c:5]([Cl:26])[cH:6][c:7]1[C:8](=[O:9])[NH:10][CH:11]([CH3:12])[c:13]1[cH:14][cH:15][c:16]([C:17](=[O:18])[O:19][C:20]([CH3:21])([CH3:22])[CH3:23])[cH:24][cH:25]1. Starting materials: CC(NC(=O)c1cc(Cl)cnc1Cl)c1ccc(C(=O)OC(C)(C)C)cc1, Oc1cc(F)ccc1F. The reactants are Cl (hydrochloric acid), aqueous solution, [OH-].[Na+] (sodium hydroxide), C(C)(C)(C)OC(=O)C1=C(C=CC=C1)C1=CC=C(C=C1)CN1C(=NC(=C1C#N)C(C)O)CCCC (1-[(2'-t-butoxycarbonylbiphenyl-4-yl)methyl]-2-butyl-4-(1-hydroxyethyl)imidazole-5-carbonitrile). Solvent: C(C)O (ethanol). The product is C(C)(C)(C)OC(=O)C1=C(C=CC=C1)C1=CC=C(C=C1)CN1C(=NC(=C1C(=O)N)C(C)O)CCCC (1-[(2'-t-Butoxycarbonylbiphenyl-4-yl)methyl]-2-butyl-4-(1-hydroxyethyl)imidazole-5-carboxamide). As a reaction SMILES: [OH-:1].[Na+].[C:3]([O:7][C:8]([C:10]1[CH:15]=[CH:14][CH:13]=[CH:12][C:11]=1[C:16]1[CH:21]=[CH:20][C:19]([CH2:22][N:23]2[C:27]([C:28]#[N:29])=[C:26]([CH:30]([OH:32])[CH3:31])[N:25]=[C:24]2[CH2:33][CH2:34][CH2:35][CH3:36])=[CH:18][CH:17]=1)=[O:9])([CH3:6])([CH3:5])[CH3:4].Cl>C(O)C>[C:3]([O:7][C:8]([C:10]1[CH:15]=[CH:14][CH:13]=[CH:12][C:11]=1[C:16]1[CH:21]=[CH:20][C:19]([CH2:22][N:23]2[C:27]([C:28]([NH2:29])=[O:1])=[C:26]([CH:30]([OH:32])[CH3:31])[N:25]=[C:24]2[CH2:33][CH2:34][CH2:35][CH3:36])=[CH:18][CH:17]=1)=[O:9])([CH3:6])([CH3:5])[CH3:4] |f:0.1|. Reported procedure: 12 ml of a 1N aqueous solution of sodium hydroxide were added to a solution of 0.52 g of 1-[(2'-t-butoxycarbonylbiphenyl-4-yl)methyl]-2-butyl-4-(1-hydroxyethyl)imidazole-5-carbonitrile [prepared as described in step (b) above] in 3 ml of ethanol, and the resulting mixture was heated under reflux for 3 hours. At the end of this time, the reaction mixture was neutralized by the addition of dilute aqueous hydrochloric acid and extracted with ethyl acetate. The extract was washed with water and drie...